This data is from the Open Reaction Database (ORD), a public repository of structured organic reaction records. The task is: describe an organic reaction: reactants, conditions, products, and yield Reactants: C(C)(=O)O (acetic acid), C1(CCCCC1)=O (cyclohexanone), C(#N)[BH3-].[Na+] (sodium cyanoborohydride), N1C(=NC=C1)CN(CC=1N(C=CN1)C)CC1=CC=C(CN(CCCCN)C)C=C1 (N1-(4-{[(1H-imidazol-2-ylmethyl)-(1-methyl-1H-imidazol-2-ylmethyl)-amino]-methyl}-benzyl)-N1-methyl-butan-1,4-diamine). Solvent: CO (methanol). Reaction conditions: time 16.5 hour. Yields the product C1(CCCCC1)NCCCCN(C)CC1=CC=C(C=C1)CN(CC=1N(C=CN1)C)CC=1NC=CN1 (N-cyclohexyl-N′-(4-{[(1H-imidazol-2-ylmethyl)-(1-methyl-1H-imidazol-2-ylmethyl)-amino]-methyl}-benzyl)-N′-methyl-butane-1,4-diamine). As a reaction SMILES: [NH:1]1[CH:5]=[CH:4][N:3]=[C:2]1[CH2:6][N:7]([CH2:15][C:16]1[CH:29]=[CH:28][C:19]([CH2:20][N:21]([CH3:27])[CH2:22][CH2:23][CH2:24][CH2:25][NH2:26])=[CH:18][CH:17]=1)[CH2:8][C:9]1[N:10]([CH3:14])[CH:11]=[CH:12][N:13]=1.[C:30]1(=O)[CH2:35][CH2:34][CH2:33][CH2:32][CH2:31]1.C([BH3-])#N.[Na+].C(O)(=O)C>CO>[CH:30]1([NH:26][CH2:25][CH2:24][CH2:23][CH2:22][N:21]([CH2:20][C:19]2[CH:28]=[CH:29][C:16]([CH2:15][N:7]([CH2:6][C:2]3[NH:3][CH:4]=[CH:5][N:1]=3)[CH2:8][C:9]3[N:10]([CH3:14])[CH:11]=[CH:12][N:13]=3)=[CH:17][CH:18]=2)[CH3:27])[CH2:35][CH2:34][CH2:33][CH2:32][CH2:31]1 |f:2.3|. Procedure: The compound (110.0 mg) obtained in Example 103-7 was dissolved in anhydrous methanol (4.4 ml). Then, the solution was added with cyclohexanone (0.058 ml) and sodium cyanoborohydride (52.8 mg) and adjusted to pH 5 with acetic acid, followed by stirring at room temperature for 16.5 hours. After the reaction, the solvent was distilled off. Subsequently, the residue was added with a 1 mol/l sodium hydroxide aqueous solution (3.0 ml), followed by extraction with chloroform. The extract was dried wit... Reactants: ClCC1CO1, Oc1ccc(Cl)c2ccccc12, [K+], [OH-], O. Yields the product Clc1ccc(OCC2CO2)c2ccccc12. RXN SMILES: [Cl:13][CH2:14][CH:15]1[CH2:16][O:17]1.[Cl:1][c:2]1[cH:3][cH:4][c:5]([OH:12])[c:6]2[cH:7][cH:8][cH:9][cH:10][c:11]12.[K+:19].[OH-:18].[OH2:20]>>[Cl:1][c:2]1[cH:3][cH:4][c:5]([O:12][CH2:14][CH:15]2[CH2:16][O:17]2)[c:6]2[cH:7][cH:8][cH:9][cH:10][c:11]12. Run in C(C)OCC (diethylether), CO (methanol). Reactants: Cl (hydrochloric acid), C(C)(C)OC=1C=C(C=CC1)CC(=O)N(CCOC)CC(CCOC1OCCCC1)C1=CC(=C(C=C1)Cl)Cl (N-(3-isopropoxyphenylacetyl )-N-(2-methoxyethyl)-2-(3,4-dichlorophenyl)-4-(tetrahydropyran-2-yloxy)butylamine). Reaction SMILES: Cl.[CH:2]([O:5][C:6]1[CH:7]=[C:8]([CH2:12][C:13]([N:15]([CH2:20][CH:21]([C:31]2[CH:36]=[CH:35][C:34]([Cl:37])=[C:33]([Cl:38])[CH:32]=2)[CH2:22][CH2:23][O:24]C2CCCCO2)[CH2:16][CH2:17][O:18][CH3:19])=[O:14])[CH:9]=[CH:10][CH:11]=1)([CH3:4])[CH3:3]>C(OCC)C.CO>[CH:2]([O:5][C:6]1[CH:7]=[C:8]([CH2:12][C:13]([N:15]([CH2:20][CH:21]([C:31]2[CH:36]=[CH:35][C:34]([Cl:37])=[C:33]([Cl:38])[CH:32]=2)[CH2:22][CH2:23][OH:24])[CH2:16][CH2:17][O:18][CH3:19])=[O:14])[CH:9]=[CH:10][CH:11]=1)([CH3:4])[CH3:3]. The product is C(C)(C)OC=1C=C(C=CC1)CC(=O)N(CCOC)CC(CCO)C1=CC(=C(C=C1)Cl)Cl (N-(3-isopropoxyphenylacetyl)-N-(2-methoxyethyl)-2-(3,4-dichlorophenyl)-4-hydroxybutylamine). Procedure: A saturated solution of hydrochloric acid in diethylether is added to a solution of 2.2 g of the product obtained in step 3 in 30 ml of methanol, until the obtention of a pH value of 1. The reactants are CC1CN(CCN1C1=NC=CC2=CC(=CC=C12)S(NC1=NC=NC=C1)(=O)=O)C(=O)OC(C)(C)C (Tert-butyl 3-methyl-4-(6-(N-(pyrimidin-4-yl)sulfamoyl)isoquinolin-1-yl)piperazine-1-carboxylate), C(=O)(C(F)(F)F)O (TFA). Solvent: C(Cl)Cl (DCM). Conditions: time 1 hour. Product: FC(C(=O)O)(F)F.CC1N(CCNC1)C1=NC=CC2=CC(=CC=C12)S(=O)(=O)NC1=NC=NC=C1 (1-(2-methylpiperazin-1-yl)-N-(pyrimidin-4-yl)isoquinoline-6-sulfonamide 2,2,2-trifluoroacetate). As a reaction SMILES: [CH3:1][CH:2]1[N:7]([C:8]2[C:17]3[C:12](=[CH:13][C:14]([S:18](=[O:27])(=[O:26])[NH:19][C:20]4[CH:25]=[CH:24][N:23]=[CH:22][N:21]=4)=[CH:15][CH:16]=3)[CH:11]=[CH:10][N:9]=2)[CH2:6][CH2:5][N:4](C(OC(C)(C)C)=O)[CH2:3]1.[C:35]([OH:41])([C:37]([F:40])([F:39])[F:38])=[O:36]>C(Cl)Cl>[F:38][C:37]([F:40])([F:39])[C:35]([OH:41])=[O:36].[CH3:1][CH:2]1[CH2:3][NH:4][CH2:5][CH2:6][N:7]1[C:8]1[C:17]2[C:12](=[CH:13][C:14]([S:18]([NH:19][C:20]3[CH:25]=[CH:24][N:23]=[CH:22][N:21]=3)(=[O:27])=[O:26])=[CH:15][CH:16]=2)[CH:11]=[CH:10][N:9]=1 |f:3.4|. Procedure: Tert-butyl 3-methyl-4-(6-(N-(pyrimidin-4-yl)sulfamoyl)isoquinolin-1-yl)piperazine-1-carboxylate (0.043 g, 0.089 mmol) was dissolved in DCM (0.887 ml) and TFA (0.1 ml, 1.298 mmol) was added. The reaction was stirred for one hour at room temperature. The reaction was concentrated, triturated with ether, and filtered. The solids were washed with ether and vacuum dried to afford 1-(2-methylpiperazin-1-yl)-N-(pyrimidin-4-yl)isoquinoline-6-sulfonamide 2,2,2-trifluoroacetate as a yellow solid. (ESI) 38... The reactants are B, C1CCOC1, CO, Cc1ccc2c(c1)C(c1ccccc1)=CC2=O. Yields the product Cc1ccc2c(c1)C(c1ccccc1)=CC2O. RXN SMILES: [BH3:1].[CH2:21]1[O:22][CH2:23][CH2:24][CH2:25]1.[CH3:19][OH:20].[CH3:2][c:3]1[cH:4][c:5]2[c:9]([cH:10][cH:11]1)[C:8](=[O:12])[CH:7]=[C:6]2[c:13]1[cH:14][cH:15][cH:16][cH:17][cH:18]1>>[CH3:2][c:3]1[cH:4][c:5]2[c:9]([cH:10][cH:11]1)[CH:8]([OH:12])[CH:7]=[C:6]2[c:13]1[cH:14][cH:15][cH:16][cH:17][cH:18]1. Starting materials: [BH3-]C#N, CSc1ccc(N)cn1, CC(=O)O, CC(C)(C)[O-], CO, O=CCc1c(Cl)ncnc1Cl, [K+], [Na+], O. Yields the product CSc1ccc(N2CCc3c(Cl)ncnc32)cn1. RXN SMILES: [C:25]([BH3-:26])#[N:27].[CH3:12][S:13][c:14]1[cH:15][cH:16][c:17]([NH2:20])[cH:18][n:19]1.[CH3:21][C:22](=[O:23])[OH:24].[CH3:29][C:30]([CH3:31])([O-:32])[CH3:33].[CH3:35][OH:36].[Cl:1][c:2]1[n:3][cH:4][n:5][c:6]([Cl:11])[c:7]1[CH2:8][CH:9]=[O:10].[K+:34].[Na+:28].[OH2:37]>>[c:2]12[n:3][cH:4][n:5][c:6]([Cl:11])[c:7]1[CH2:8][CH2:9][N:20]2[c:17]1[cH:16][cH:15][c:14]([S:13][CH3:12])[n:19][cH:18]1.